Dataset: the Open Reaction Database (ORD), a public repository of structured organic reaction records. Task: describe an organic reaction: reactants, conditions, products, and yield Run in CO (methanol), CN(C)C=O (DMF). Procedure: To a solution containing the product from Example 13A (0.888 g, 1.03 mmol), molecular sieves (4 Å, 3.5 g), and phosphoric acid (0.50 g) in DMF (20 mL) at 0° C. was added N-iodosuccinimide (0.46 g), and the mixture was stirred at 0° C. for 1 hour. To the cold reaction mixture was added 10% Na2CO3 to adjust the pH to 9, and the mixture was diluted with methanol, treated with 1 M Na2S2O3 until it was clear, and filtered to remove the solids. The solvent was evaporated, and the crude product was pur... Run at temperature 0 celsius, time 1 hour. Reactants: C(=O)([O-])[O-].[Na+].[Na+] (Na2CO3), C(C1=CC=CC=C1)[C@@H](C[C@@H]([C@H](CC1=CC=CC=C1)NC(=O)OCC1=CN=CS1)OC(C(C)C)SCC(C)C)NC([C@@H](NC(=O)N(C)CC=1N=C(SC1)C(C)C)C(C)C)=O (N1-((1S,3S,4S)-1-benzyl-3-[1-(isobutylthio)-2-methylpropoxy]-5-phenyl-4-{[(1,3-thiazol-5-ylmethoxy)carbonyl]amino}pentyl)-N2-{[[(2-isopropyl-1,3-thiazol-4-yl)methyl](methyl)amino]carbonyl}-L-valinamide), P(O)(O)(O)=O (phosphoric acid), IN1C(CCC1=O)=O (N-iodosuccinimide), [O-]S(=O)(=S)[O-].[Na+].[Na+] (Na2S2O3). Yields the product C(C1=CC=CC=C1)[C@@H](C[C@@H]([C@H](CC1=CC=CC=C1)NC(=O)OCC1=CN=CS1)OC(C(C)C)OP(=O)([O-])[O-])NC([C@@H](NC(=O)N(C)CC=1N=C(SC1)C(C)C)C(C)C)=O.[Na+].[Na+] (Disodium N1-((1S,3S,4S)-1-benzyl-3-[2-methyl-1-(phosphonatooxy)propoxy]-5-phenyl-4-{[(1,3-thiazol-5-ylmethoxy)carbonyl]amino}pentyl)-N2-{[[(2-isopropyl-1,3-thiazol-4-yl)methyl](methyl)amino]carbonyl}-L-valinamide). The yield is 52.0%. Reaction SMILES: [CH2:1]([C@H:8]([NH:39][C:40](=[O:59])[C@H:41]([CH:56]([CH3:58])[CH3:57])[NH:42][C:43]([N:45]([CH2:47][C:48]1[N:49]=[C:50]([CH:53]([CH3:55])[CH3:54])[S:51][CH:52]=1)[CH3:46])=[O:44])[CH2:9][C@H:10]([O:29][CH:30](SCC(C)C)[CH:31]([CH3:33])[CH3:32])[C@@H:11]([NH:19][C:20]([O:22][CH2:23][C:24]1[S:28][CH:27]=[N:26][CH:25]=1)=[O:21])[CH2:12][C:13]1[CH:18]=[CH:17][CH:16]=[CH:15][CH:14]=1)[C:2]1[CH:7]=[CH:6][CH:5]=[CH:4][CH:3]=1.[P:60](=[O:64])([OH:63])([OH:62])[OH:61].IN1C(=O)CCC1=O.C([O-])([O-])=O.[Na+:77].[Na+].[O-]S([O-])(=S)=O.[Na+].[Na+]>CN(C=O)C.CO>[CH2:1]([C@H:8]([NH:39][C:40](=[O:59])[C@H:41]([CH:56]([CH3:58])[CH3:57])[NH:42][C:43]([N:45]([CH2:47][C:48]1[N:49]=[C:50]([CH:53]([CH3:55])[CH3:54])[S:51][CH:52]=1)[CH3:46])=[O:44])[CH2:9][C@H:10]([O:29][CH:30]([O:64][P:60]([O-:63])([O-:62])=[O:61])[CH:31]([CH3:33])[CH3:32])[C@@H:11]([NH:19][C:20]([O:22][CH2:23][C:24]1[S:28][CH:27]=[N:26][CH:25]=1)=[O:21])[CH2:12][C:13]1[CH:14]=[CH:15][CH:16]=[CH:17][CH:18]=1)[C:2]1[CH:7]=[CH:6][CH:5]=[CH:4][CH:3]=1.[Na+:77].[Na+:77] |f:3.4.5,6.7.8,11.12.13|. The reactants are FC=1C=C(C=CC1F)O (3,4-difluorophenol), C([O-])([O-])=O.[K+].[K+] (potassium carbonate), ClC1(C=2N(CCC1)C(=NN2)C2=CC(=C(C=C2)C2=CN=C(O2)C)OC)C(=O)OCC (ethyl 8-chloro-3-[3-methoxy-4-(2-methyl-1,3-oxazol-5-yl)phenyl]-5,6,7,8-tetrahydro[1,2,4]triazolo[4,3-a]pyridine-8-carboxylate). Run in C(C)(=O)OCC (ethyl acetate), [Cl-].[NH4+] (ammonium chloride), CN(C)C=O (DMF). Reaction conditions: temperature 100 celsius, time 30 minute. The product is FC=1C=C(OC2(C=3N(CCC2)C(=NN3)C3=CC(=C(C=C3)C3=CN=C(O3)C)OC)C(=O)OCC)C=CC1F (ethyl 8-(3,4-difluorophenoxy)-3-[3-methoxy-4-(2-methyl-1,3-oxazol-5-yl)phenyl]-5,6,7,8-tetrahydro[1,2,4]triazolo[4,3-a]pyridine-8-carboxylate). Isolated yield 44.1%. RXN SMILES: [F:1][C:2]1[CH:3]=[C:4]([OH:9])[CH:5]=[CH:6][C:7]=1[F:8].C(=O)([O-])[O-].[K+].[K+].Cl[C:17]1([C:40]([O:42][CH2:43][CH3:44])=[O:41])[CH2:22][CH2:21][CH2:20][N:19]2[C:23]([C:26]3[CH:31]=[CH:30][C:29]([C:32]4[O:36][C:35]([CH3:37])=[N:34][CH:33]=4)=[C:28]([O:38][CH3:39])[CH:27]=3)=[N:24][N:25]=[C:18]12>CN(C=O)C.C(OCC)(=O)C.[Cl-].[NH4+]>[F:1][C:2]1[CH:3]=[C:4]([CH:5]=[CH:6][C:7]=1[F:8])[O:9][C:17]1([C:40]([O:42][CH2:43][CH3:44])=[O:41])[CH2:22][CH2:21][CH2:20][N:19]2[C:23]([C:26]3[CH:31]=[CH:30][C:29]([C:32]4[O:36][C:35]([CH3:37])=[N:34][CH:33]=4)=[C:28]([O:38][CH3:39])[CH:27]=3)=[N:24][N:25]=[C:18]12 |f:1.2.3,7.8|. Procedure details: To a mixture of 3,4-difluorophenol (0.16 g) and potassium carbonate (0.50 g) in DMF (5 mL) was added ethyl 8-chloro-3-[3-methoxy-4-(2-methyl-1,3-oxazol-5-yl)phenyl]-5,6,7,8-tetrahydro[1,2,4]triazolo[4,3-a]pyridine-8-carboxylate (0.50 g) at room temperature, and the mixture was stirred at 100° C. for 30 min. The reaction mixture was allowed to cool to room temperature, and diluted with ethyl acetate and saturated aqueous ammonium chloride solution, the mixture was washed with saturated brine, and...